Dataset: the Open Reaction Database (ORD), a public repository of structured organic reaction records. Task: describe an organic reaction: reactants, conditions, products, and yield Reactants: O=Cc1cc(Cl)ccc1[N+](=O)[O-], O, OCCO, c1ccccc1. Yields the product O=[N+]([O-])c1ccc(Cl)cc1C1OCCO1. As a reaction SMILES: [Cl:1][c:2]1[cH:3][cH:4][c:5]([N+:10](=[O:11])[O-:12])[c:6]([CH:7]=[O:8])[cH:9]1.[OH2:23].[OH:13][CH2:14][CH2:15][OH:16].[cH:17]1[cH:18][cH:19][cH:20][cH:21][cH:22]1>>[Cl:1][c:2]1[cH:3][cH:4][c:5]([N+:10](=[O:11])[O-:12])[c:6]([CH:7]2[O:8][CH2:15][CH2:14][O:13]2)[cH:9]1. Reagents/catalysts: [Pd] (palladium on charcoal). Solvent: CN(C=O)C (dimethylformamide). The product is O1C(=CC=C1)CC1C=2C=CC=CC2C=2NC(C=3N(C21)C=CN3)=O (10-(2-furylmethyl)-5H,10H-imidazo[1,2-a]indeno[1,2-e]-pyrazin-4-one). Procedure: A mixture of 10-(2-furylmethylene)-5H,10H-imidazo[1,2-a]indeno[1,2-e]pyrazin-4-one, 100 ml of dimethylformamide and 0.15 g of 10% palladium on charcoal is hydrogenated by flushing with a stream of hydrogen at a temperature in the region of 20° C. for 2 hours. The catalyst is then filtered off under inert atmosphere and the solvent is evaporated off. The brown solid obtained (2 g) is purified by trituration in 50 ml of acetone, filtration and crystallization of the insoluble material obtained (1 ... The reactants are O1C(=CC=C1)C=C1C=2C=CC=CC2C=2NC(C=3N(C21)C=CN3)=O (10-(2-furylmethylene)-5H,10H-imidazo[1,2-a]indeno[1,2-e]pyrazin-4-one). As a reaction SMILES: [O:1]1[CH:5]=[CH:4][CH:3]=[C:2]1[CH:6]=[C:7]1[C:19]2[N:18]3[CH:20]=[CH:21][N:22]=[C:17]3[C:16](=[O:23])[NH:15][C:14]=2[C:13]2[CH:12]=[CH:11][CH:10]=[CH:9][C:8]1=2>[Pd].CN(C)C=O>[O:1]1[CH:5]=[CH:4][CH:3]=[C:2]1[CH2:6][CH:7]1[C:19]2[N:18]3[CH:20]=[CH:21][N:22]=[C:17]3[C:16](=[O:23])[NH:15][C:14]=2[C:13]2[CH:12]=[CH:11][CH:10]=[CH:9][C:8]1=2. Reactants: Cl (hydrochloric acid), ClC(C(=O)OCC)CCC1=CC=C(C=C1)OCCC=1N=C(OC1C)C1=CC=CC=C1 (ethyl 2-chloro-4-[4-[2-(5-methyl-2-phenyl-4-oxazolyl)ethoxy]phenyl]butyrate), NC(=S)N (thiourea), C(C)(=O)[O-].[Na+] (sodium acetate). The solvent is C(C)O (ethanol), O (water). The product is CC1=C(N=C(O1)C1=CC=CC=C1)CCOC1=CC=C(C=C1)CCC1C(NC(S1)=O)=O (5-[2-[4-[2-(5-methyl-2-phenyl-4-oxazolyl)ethoxy]phenyl]ethyl]-2,4-thiazolidinedione). Isolated yield 55.7%. RXN SMILES: Cl[CH:2]([CH2:8][CH2:9][C:10]1[CH:15]=[CH:14][C:13]([O:16][CH2:17][CH2:18][C:19]2[N:20]=[C:21]([C:25]3[CH:30]=[CH:29][CH:28]=[CH:27][CH:26]=3)[O:22][C:23]=2[CH3:24])=[CH:12][CH:11]=1)[C:3](OCC)=[O:4].[NH2:31][C:32](N)=[S:33].C([O-])(=[O:37])C.[Na+].Cl>O.C(O)C>[CH3:24][C:23]1[O:22][C:21]([C:25]2[CH:26]=[CH:27][CH:28]=[CH:29][CH:30]=2)=[N:20][C:19]=1[CH2:18][CH2:17][O:16][C:13]1[CH:12]=[CH:11][C:10]([CH2:9][CH2:8][CH:2]2[S:33][C:32](=[O:37])[NH:31][C:3]2=[O:4])=[CH:15][CH:14]=1 |f:2.3|. Procedure details: A mixture of ethyl 2-chloro-4-[4-[2-(5-methyl-2-phenyl-4-oxazolyl)ethoxy]phenyl]butyrate (0.20 g), thiourea (0.145 g), sodium acetate (0.115 g) and ethanol (15 ml) was heated under reflux for 30 hours. 6N hydrochloric acid (15 ml) was added, and the mixture was heated under reflux for 15 hours. The reaction mixture was poured into water, and extracted with ethyl acetate. The ethyl acetate layer was washed with water and dried over magnesium sulfate, and the solvent was evaporated. The residue wa... Reactants: C1(OCCCO1)=O (trimethylene carbonate), C[C@H]1C(=O)O[C@H](C(=O)O1)C (l-lactide), C(CCCCCO)O (1,6-hexanediol). Run at time 10 minute. Product: C1(OCCCO1)=O.C[C@H]1C(=O)O[C@H](C(=O)O1)C (Trimethylene Carbonate l-Lactide). Reaction SMILES: [C:1]1(=[O:7])[O:6][CH2:5][CH2:4][CH2:3][O:2]1.[CH3:8][C@@H:9]1[O:16][C:14](=[O:15])[C@H:13]([CH3:17])[O:12][C:10]1=[O:11].C(O)CCCCCO>>[C:1]1(=[O:7])[O:6][CH2:5][CH2:4][CH2:3][O:2]1.[CH3:8][C@@H:9]1[O:16][C:14](=[O:15])[C@H:13]([CH3:17])[O:12][C:10]1=[O:11] |f:3.4|. Procedure: In a 100 mL reaction flask fitted with mechanical stirrer and argon inlet were combined trimethylene carbonate (51.45 g, 504 mmol), l-lactide (8.07 g, 56 mmol), and 1,6-hexanediol (47 mg, 0.40 mmol). The flask was evacuated and filled with argon several times, immersed in an oil bath at 160° C. and stirring was initiated. After 10 mins., the polymerization catalyst, 25 μL of 0.20M solution of tin(II) octoate in toluene, was added via syringe. The mixture was stirred at 160° C. for 4 hrs., then t... Reactants: 10, ClCC(=O)N1CCN(CC1)C1=CC=C(C=C1)O (1-(2-chloroacetyl)-4-(4-hydroxyphenyl)piperazine), N1CCOCC1 (morpholine). Solvent: CO (methanol). Reaction conditions: temperature 50 celsius. Yields the product OC1=CC=C(C=C1)N1CCN(CC1)C(CN1CCOCC1)=O (1-(4-hydroxyphenyl)-4-[(4-morpholinyl)acetyl]piperazine). RXN SMILES: Cl[CH2:2][C:3]([N:5]1[CH2:10][CH2:9][N:8]([C:11]2[CH:16]=[CH:15][C:14]([OH:17])=[CH:13][CH:12]=2)[CH2:7][CH2:6]1)=[O:4].[NH:18]1[CH2:23][CH2:22][O:21][CH2:20][CH2:19]1>CO>[OH:17][C:14]1[CH:15]=[CH:16][C:11]([N:8]2[CH2:9][CH2:10][N:5]([C:3](=[O:4])[CH2:2][N:18]3[CH2:23][CH2:22][O:21][CH2:20][CH2:19]3)[CH2:6][CH2:7]2)=[CH:12][CH:13]=1. Reported procedure: A mixture of 10 parts of 1-(2-chloroacetyl)-4-(4-hydroxyphenyl)piperazine, 6.9 parts of morpholine and 40 parts of methanol is stirred and heated for 2 hours at 50° C. The reaction mixture is evaporated and the residue is stirred with water. The precipitated product is filtered off, dried on the filter and crystallized from 2-propanol, yielding 5.5 parts of 1-(4-hydroxyphenyl)-4-[(4-morpholinyl)acetyl]piperazine; mp. 197.3° C. Reactants: N(=[N+]=[N-])CC[C@@H](C1=CC(=NC=C1)S(=O)(=O)C)NC(=O)C=1C2=C(C=NC1)N(N=C2)C2=CC=C(C=C2)F (1-(4-fluorophenyl)-1H-pyrazolo[3,4-c]pyridine-4-carboxylic acid[(S)-3-azido-1-(2-methanesulfonyl-pyridin-4-yl)-propyl]-amide), C1(=CC=CC=C1)P(C1=CC=CC=C1)C1=CC=CC=C1 (triphenylphosphine), C(C)#N (acetonitrile), O (water). The solvent is C1CCOC1 (THF). Reaction conditions: time 75 hour. Yields the product NCC[C@@H](C1=CC(=NC=C1)S(=O)(=O)C)NC(=O)C=1C2=C(C=NC1)N(N=C2)C2=CC=C(C=C2)F (1-(4-Fluorophenyl)-1H-pyrazolo[3,4-c]pyridine-4-carboxylic acid[(S)-3-amino-1-(2-methanesulfonyl-pyridin-4-yl)-propyl]-amide). Reaction SMILES: [N:1]([CH2:4][CH2:5][C@H:6]([NH:17][C:18]([C:20]1[C:21]2[CH:28]=[N:27][N:26]([C:29]3[CH:34]=[CH:33][C:32]([F:35])=[CH:31][CH:30]=3)[C:22]=2[CH:23]=[N:24][CH:25]=1)=[O:19])[C:7]1[CH:12]=[CH:11][N:10]=[C:9]([S:13]([CH3:16])(=[O:15])=[O:14])[CH:8]=1)=[N+]=[N-].C1(P(C2C=CC=CC=2)C2C=CC=CC=2)C=CC=CC=1.O.C(#N)C>C1COCC1>[NH2:1][CH2:4][CH2:5][C@H:6]([NH:17][C:18]([C:20]1[C:21]2[CH:28]=[N:27][N:26]([C:29]3[CH:30]=[CH:31][C:32]([F:35])=[CH:33][CH:34]=3)[C:22]=2[CH:23]=[N:24][CH:25]=1)=[O:19])[C:7]1[CH:12]=[CH:11][N:10]=[C:9]([S:13]([CH3:16])(=[O:14])=[O:15])[CH:8]=1. Procedure: To a room temperature solution of 1-(4-fluorophenyl)-1H-pyrazolo[3,4-c]pyridine-4-carboxylic acid[(S)-3-azido-1-(2-methanesulfonyl-pyridin-4-yl)-propyl]-amide (86 mg, 0.17 mmol) in THF (7 mL) was added triphenylphosphine (57 mg, 0.22 mmol) (gas evolved) followed by water (700 μL). After 75 hours, the mixture was concentrated acetonitrile was added and the solution was filtered through a 0.45 um nylon Acrodisc and purified by reversed-phase HPLC using a 20 minute gradient of 5-95% MeCN (0.1% TFA)... As a reaction SMILES: [CH3:40][CH2:41][CH2:42][CH2:43][CH2:44][CH3:45].[CH3:46][C:47](=[O:48])[CH3:49].[Cl:19][c:20]1[n:21][c:22]2[cH:23][cH:24][c:25]([C:33]([F:34])([F:35])[F:36])[cH:26][c:27]2[cH:28][c:29]1[C:30](=[O:31])[OH:32].[Cl:37][CH2:38][Cl:39].[K+:1].[K+:2].[O-:3][C:4]([O-:5])=[O:6].[c:7]1([S:13](=[O:14])(=[O:15])[CH2:16][CH2:17][SH:18])[cH:8][cH:9][cH:10][cH:11][cH:12]1>>[c:7]1([S:13](=[O:14])(=[O:15])[CH2:16][CH2:17][S:18][c:20]2[n:21][c:22]3[cH:23][cH:24][c:25]([C:33]([F:34])([F:35])[F:36])[cH:26][c:27]3[cH:28][c:29]2[C:30](=[O:31])[OH:32])[cH:8][cH:9][cH:10][cH:11][cH:12]1. Starting materials: CCCCCC, CC(C)=O, O=C(O)c1cc2cc(C(F)(F)F)ccc2nc1Cl, ClCCl, [K+], [K+], O=C([O-])[O-], O=S(=O)(CCS)c1ccccc1. The product is O=C(O)c1cc2cc(C(F)(F)F)ccc2nc1SCCS(=O)(=O)c1ccccc1.